Dataset: the Open Reaction Database (ORD), a public repository of structured organic reaction records. Task: describe an organic reaction: reactants, conditions, products, and yield Reactants: CC1=C(C(=CC=C1)C)C1=C2CCC(C2=CC=C1)=O (4-(2,6-Dimethylphenyl)indan-1-one), [BH4-].[Na+] (sodium borohydride), O (Water). The solvent is O1CCCC1 (tetrahydrofuran), CO (methanol). Run at time 2 hour. Yields the product CC1=C(C(=CC=C1)C)C1=C2CCC(C2=CC=C1)O (4-(2,6-dimethylphenyl)indan-1-ol). Isolated yield 76.3%. As a reaction SMILES: [CH3:1][C:2]1[CH:7]=[CH:6][CH:5]=[C:4]([CH3:8])[C:3]=1[C:9]1[CH:17]=[CH:16][CH:15]=[C:14]2[C:10]=1[CH2:11][CH2:12][C:13]2=[O:18].[BH4-].[Na+].O>O1CCCC1.CO>[CH3:1][C:2]1[CH:7]=[CH:6][CH:5]=[C:4]([CH3:8])[C:3]=1[C:9]1[CH:17]=[CH:16][CH:15]=[C:14]2[C:10]=1[CH2:11][CH2:12][CH:13]2[OH:18] |f:1.2|. Procedure details: 4-(2,6-Dimethylphenyl)indan-1-one (2.00 g, 8.47 mmol) was dissolved in a mixture of tetrahydrofuran (20 mL) and methanol (10 mL), sodium borohydride (449 mg, 11.9 mmol) was added, and the mixture was stirred at room temperature for 2 hr. Water was added to the reaction mixture, and the mixture was extracted with ethyl acetate. The extract was dried, and concentrated under reduced pressure. The residue was purified by silica gel column chromatography (5%-60% ethyl acetate/hexane) to give the titl... Starting materials: polyethylene glycol, CC(=O)C.OS(=O)(=O)O.O=[Cr](=O)=O (Jones reagent), OS(=O)(=O)O (H2SO4), CrO3, O (H2O). Run in CC(=O)C (acetone). Reaction conditions: time 12 hour. Yields the product C(CO)O.C(C(=O)O)O (poly(ethylene glycol) bis(carboxymethyl) ether). RXN SMILES: C[C:2]([CH3:4])=[O:3].[OH:5]S(O)(=O)=O.[O:10]=[Cr](=O)=O.OS(O)(=O)=O.[OH2:19]>CC(C)=O>[CH2:4]([OH:5])[CH2:2][OH:3].[CH2:4]([OH:10])[C:2]([OH:3])=[O:19] |f:0.1.2,6.7|. Procedure details: 10 g of polyethylene glycol (Mw ˜400, 10.0 g) in acetone (400 mL) was cooled to 15° C. and Jones reagent was added [(43 mL), prepared from 5.18 mL H2SO4, 5 g of CrO3 and 38 mL H2O]. The mixture was stirred at room temperature for 12 h. The acetone was removed under vacuum, the slurry dissolved in CH2Cl2 (150 mL) and washed with saturated NaCl solution (1×100 mL). The CH2Cl2 layer was dried (anhydrous MgSO4) and solvents removed to obtain corresponding poly(ethylene glycol) bis(carboxymethyl) eth...